describe an organic reaction: reactants, conditions, products, and yield From a dataset of the Open Reaction Database (ORD), a public repository of structured organic reaction records. The reactants are N1C=CC2=CC(=CC=C12)C=1N=C2C(=NC1)N(C=C2C(C(C)(C)C)=O)COCC[Si](C)(C)C (1-[2-(1H-indol-5-yl)-5-(2-trimethylsilanyl-ethoxymethyl)-5H-pyrrolo[2,3-b]pyrazin-7-yl]-2,2-dimethyl-propan-1-one), C(C)(C)(C)OC(=O)N1CCC(CC1)OS(=O)(=O)C (4-methanesulfonyloxy-piperidine-1-carboxylic acid tert-butyl ester), Cl.ClCC1=NC=CC=C1 (2-chloromethylpyridine hydrochloride). Yields the product CC(C(=O)C1=CNC2=NC=C(N=C21)C2=CC=C1C=CN(C1=C2)C2CCNCC2)(C)C (2,2-Dimethyl-1-[2-(1-piperidin-4-yl-1H-indol-6-yl)-5H-pyrrolo[2,3-b]pyrazin-7-yl]-propan-1-one). Reaction SMILES: [NH:1]1[C:9]2[C:4](=[CH:5][C:6]([C:10]3[N:11]=[C:12]4[C:18]([C:19](=[O:24])[C:20]([CH3:23])([CH3:22])[CH3:21])=[CH:17][N:16](COCC[Si](C)(C)C)[C:13]4=[N:14][CH:15]=3)=[CH:7][CH:8]=2)[CH:3]=[CH:2]1.C(O[C:38]([N:40]1CCC(OS(C)(=O)=O)[CH2:42][CH2:41]1)=O)(C)(C)C.Cl.Cl[CH2:53][C:54]1C=CC=CN=1>>[CH3:21][C:20]([CH3:23])([CH3:22])[C:19]([C:18]1[C:12]2[C:13](=[N:14][CH:15]=[C:10]([C:6]3[CH:7]=[C:2]4[C:3]([CH:53]=[CH:54][N:1]4[CH:9]4[CH2:8][CH2:38][NH:40][CH2:41][CH2:42]4)=[CH:4][CH:5]=3)[N:11]=2)[NH:16][CH:17]=1)=[O:24] |f:2.3|. Procedure: Substituting 1-[2-(1H-indol-6-yl)-5-(2-trimethylsilanyl-ethoxymethyl)-5H-pyrrolo[2,3-b]pyrazin-7-yl]-2,2-dimethyl-propan-1-one for 1-[2-(1H-indol-5-yl)-5-(2-trimethylsilanyl-ethoxymethyl)-5H-pyrrolo[2,3-b]pyrazin-7-yl]-2,2-dimethyl-propan-1-one and 4-methanesulfonyloxy-piperidine-1-carboxylic acid tert-butyl ester for 2-chloromethylpyridine hydrochloride. MP=201-207 C., (M+H)+=402. The reactants are CC(C)(C)c1ccc(B(O)O)cc1, O=C(c1ccccn1)c1cnc2c(C(F)(F)F)cccc2c1Cl. Yields the product CC(C)(C)c1ccc(-c2c(C(=O)c3ccccn3)cnc3c(C(F)(F)F)cccc23)cc1. Reaction SMILES: [C:24]([CH3:25])([CH3:26])([CH3:27])[c:28]1[cH:29][cH:30][c:31]([B:34]([OH:35])[OH:36])[cH:32][cH:33]1.[Cl:1][c:2]1[c:3]([C:16](=[O:17])[c:18]2[n:19][cH:20][cH:21][cH:22][cH:23]2)[cH:4][n:5][c:6]2[c:7]([C:12]([F:13])([F:14])[F:15])[cH:8][cH:9][cH:10][c:11]12>>[c:2]1(-[c:31]2[cH:30][cH:29][c:28]([C:24]([CH3:25])([CH3:26])[CH3:27])[cH:33][cH:32]2)[c:3]([C:16](=[O:17])[c:18]2[n:19][cH:20][cH:21][cH:22][cH:23]2)[cH:4][n:5][c:6]2[c:7]([C:12]([F:13])([F:14])[F:15])[cH:8][cH:9][cH:10][c:11]12.